Dataset: the Open Reaction Database (ORD), a public repository of structured organic reaction records. Task: describe an organic reaction: reactants, conditions, products, and yield Yields the product CCOC(=O)C(C(=O)OCC)c1cc(-c2nnc(CCC(Cc3ccc(C(F)(F)F)nc3)NC(=O)OC(C)(C)C)s2)ccc1[N+](=O)[O-]. Starting materials: CCOC(=O)CC(=O)OCC, C1CCOC1, CC(C)(C)OC(=O)NC(CCc1nnc(-c2ccc([N+](=O)[O-])c(F)c2)s1)Cc1ccc(C(F)(F)F)nc1, [H-], [Na+]. As a reaction SMILES: [C:3]([CH2:4][C:5](=[O:6])[O:7][CH2:8][CH3:9])(=[O:10])[O:11][CH2:12][CH3:13].[CH2:51]1[O:52][CH2:53][CH2:54][CH2:55]1.[F:14][c:15]1[cH:16][c:17](-[c:24]2[n:25][n:26][c:27]([CH2:29][CH2:30][CH:31]([CH2:32][c:33]3[cH:34][n:35][c:36]([C:39]([F:40])([F:41])[F:42])[cH:37][cH:38]3)[NH:43][C:44]([O:45][C:46]([CH3:47])([CH3:48])[CH3:49])=[O:50])[s:28]2)[cH:18][cH:19][c:20]1[N+:21](=[O:22])[O-:23].[H-:1].[Na+:2]>>[C:3]([CH:4]([C:5](=[O:6])[O:7][CH2:8][CH3:9])[c:15]1[cH:16][c:17](-[c:24]2[n:25][n:26][c:27]([CH2:29][CH2:30][CH:31]([CH2:32][c:33]3[cH:34][n:35][c:36]([C:39]([F:40])([F:41])[F:42])[cH:37][cH:38]3)[NH:43][C:44]([O:45][C:46]([CH3:47])([CH3:48])[CH3:49])=[O:50])[s:28]2)[cH:18][cH:19][c:20]1[N+:21](=[O:22])[O-:23])(=[O:10])[O:11][CH2:12][CH3:13].